Dataset: the Open Reaction Database (ORD), a public repository of structured organic reaction records. Task: describe an organic reaction: reactants, conditions, products, and yield Starting materials: C([O-])([O-])=O.[Cs+].[Cs+] (cesium carbonate), C([O-])(O)=O.[Na+] (sodium bicarbonate), C(C)(C)(C)OC(=O)OC(=O)OC(C)(C)C (di(tert-butyl)pyrocarbonate), Br.Br.OC1=CC(=C(C=C1)N1CCNCC1)OC (1-(4-Hydroxy-2-methoxyphenyl)piperazine dihydrobromide), C(C1=CC=CC=C1)Br (benzyl bromide), FC(C(=O)O)(F)F (trifluoroacetic acid). The solvent is C(Cl)Cl (methylene chloride), C1CCOC1 (THF). Conditions: time 18 hour. The product is C(C1=CC=CC=C1)OC1=CC(=C(C=C1)N1CCNCC1)OC (1-(4-benzyloxy-2-methoxyphenyl)piperazine). Yield: 102.2%. Reaction SMILES: Br.Br.[OH:3][C:4]1[CH:9]=[CH:8][C:7]([N:10]2[CH2:15][CH2:14][NH:13][CH2:12][CH2:11]2)=[C:6]([O:16][CH3:17])[CH:5]=1.C(=O)(O)[O-].[Na+].C(OC(OC(OC(C)(C)C)=O)=O)(C)(C)C.C(=O)([O-])[O-].[Cs+].[Cs+].[CH2:44](Br)[C:45]1[CH:50]=[CH:49][CH:48]=[CH:47][CH:46]=1.FC(F)(F)C(O)=O>C1COCC1.C(Cl)Cl>[CH2:44]([O:3][C:4]1[CH:9]=[CH:8][C:7]([N:10]2[CH2:11][CH2:12][NH:13][CH2:14][CH2:15]2)=[C:6]([O:16][CH3:17])[CH:5]=1)[C:45]1[CH:50]=[CH:49][CH:48]=[CH:47][CH:46]=1 |f:0.1.2,3.4,6.7.8|. Reported procedure: 1-(4-Hydroxy-2-methoxyphenyl)piperazine dihydrobromide (1.95 g, 5.27 mmol) was dissolved in 10 mL of THF and 10 mL of saturated sodium bicarbonate solution and then di(tert-butyl)pyrocarbonate (1.35 g, 6.2 mmol) was added. The mixture was stirred vigorously at room temperature for 18 hours and extracted with diethyl ether (3×25 mL). The combined extracts were washed with brine, dried (MgSO4) and filtered. The solvents were removed in vacuo and the residue was dissolved in 20 mL of DMF. The solut... The reactants are Substituted 1,3-Dihydro-2H-pyrrolo[2,3-b]pyridin-2-ones, N[C@@H](CC1=CC=CC=C1)C(=O)O (Phe), IR(KBr), N1[C@@H](CCC1=O)C(=O)O (Pyr). The product is C1(=CC=CC=C1)N1C(CC=2C1=NC=CC2)=O (1,3-Dihydro-1-phenyl-2H-Pyrrolo[2,3-b]pyridin-2-one). The yield is 55.0%. RXN SMILES: [NH:1]1[C:5](=[O:6])[CH2:4][CH2:3][C@H:2]1C(O)=O.N[C@H](C(O)=O)C[C:13]1[CH:18]=[CH:17][CH:16]=[CH:15][CH:14]=1>>[C:13]1([N:1]2[C:2]3=[N:1][CH:2]=[CH:3][CH:4]=[C:3]3[CH2:4][C:5]2=[O:6])[CH:14]=[CH:15][CH:16]=[CH:17][CH:18]=1. Procedure: The compound was prepared as described by Ting, Kaminski, et al., in "Substituted 1,3-Dihydro-2H-pyrrolo[2,3-b]pyridin-2-ones as Potential Antiinflammatory Agents", J. Med. Chem., 1990, 33, 2697-2706 in 55% yield; mp 116.0°-117.0° C.; IR(KBr): 1727 cm-1 (CO); 1H NMR(CDCl3TMS): d 3.73 (s, 2H, CH2 --CO), [7.00 (dd, 1H), 7.39 (dd, 1H), 8.18 (d, 1H), 2,3-subs. Pyr], 7.51 (m, 5H, Phe); mass spec m/e 211 (M+1); Anal calcd for C13H10N2O, MW 210.24: C, 74.27; H, 4.79; N, 13.33. Found: C, 74.11; 4.73; N,... The reactants are FC1=CC(=C(C=C1)[N+](=O)[O-])OC (4-fluoro-2-(methyloxy)-1-nitrobenzene), OCC1CCN(CC1)C(=O)OC(C)(C)C (1,1-dimethylethyl 4-(hydroxymethyl)-1-piperidinecarboxylate), FC(C(=O)O)(F)F (trifluoroacetic acid), ICCC (1-iodopropane), C([O-])([O-])=O.[K+].[K+] (potassium carbonate), [H-].[Na+] (Sodium hydride). The solvent is C(C)(=O)OCC (ethyl acetate), CN(C)C=O (DMF), C(C)(=O)OCC (ethyl acetate). Reaction conditions: time 60 minute. The product is COC=1C=C(C=CC1[N+](=O)[O-])OCC1CCN(CC1)CCC (4-({[3-(methyloxy)-4-nitrophenyl]oxy}methyl)-1-propylpiperidine). The yield is 50.3%. RXN SMILES: F[C:2]1[CH:7]=[CH:6][C:5]([N+:8]([O-:10])=[O:9])=[C:4]([O:11][CH3:12])[CH:3]=1.[OH:13][CH2:14][CH:15]1[CH2:20][CH2:19][N:18]([C:21](OC(C)(C)C)=O)[CH2:17][CH2:16]1.[H-].[Na+].F[C:31](F)(F)[C:32](O)=O.ICCC.C(=O)([O-])[O-].[K+].[K+]>CN(C=O)C.C(OCC)(=O)C>[CH3:12][O:11][C:4]1[CH:3]=[C:2]([O:13][CH2:14][CH:15]2[CH2:16][CH2:17][N:18]([CH2:21][CH2:31][CH3:32])[CH2:19][CH2:20]2)[CH:7]=[CH:6][C:5]=1[N+:8]([O-:10])=[O:9] |f:2.3,6.7.8|. Procedure details: To a solution of 4-fluoro-2-(methyloxy)-1-nitrobenzene (1 g, 5.8 mmol) in 20 mL of anhydrous DMF was added 1,1-dimethylethyl 4-(hydroxymethyl)-1-piperidinecarboxylate (1.5 g, 7.0 mmol). Sodium hydride (60%) (448 mg, 11.68 mmol) was added portionwise. Reaction was stirred at rt for 60 min at which time the reaction was diluted with ethyl acetate and washed with a minimum amount of a saturated solution of sodium bicarbonate, water and a saturated sodium chloride solution, dried over Na2SO4 and fil... The reactants are CS(C)=O, Cl, N#Cc1cc(F)ccc1F, OCC1CCC2CNCCN2C1. Product: N#Cc1cc(F)ccc1N1CCN2CC(CO)CCC2C1. Reaction SMILES: [CH3:24][S:25]([CH3:26])=[O:27].[ClH:23].[F:13][c:14]1[c:15]([C:16]#[N:17])[cH:18][c:19]([F:22])[cH:20][cH:21]1.[OH:1][CH2:2][CH:3]1[CH2:4][CH2:5][CH:6]2[N:7]([CH2:8][CH2:9][NH:10][CH2:11]2)[CH2:12]1>>[OH:1][CH2:2][CH:3]1[CH2:4][CH2:5][CH:6]2[N:7]([CH2:8][CH2:9][N:10]([c:14]3[c:15]([C:16]#[N:17])[cH:18][c:19]([F:22])[cH:20][cH:21]3)[CH2:11]2)[CH2:12]1. The reactants are [H-].[Al+3].[Li+].[H-].[H-].[H-] (lithium aluminum hydride), CC1=CC=NC=C1C(=O)OC (methyl 4-methylnicotinate), O1CCCC1 (tetrahydrofuran), O1CCCC1 (tetrahydrofuran). The solvent is O (water), [OH-].[Na+] (NaOH). Product: CC1=CC=C(C=N1)CO ((6-Methylpyridin-3-yl)methanol). Reaction SMILES: [H-].[Al+3].[Li+].[H-].[H-].[H-].C[C:8]1[C:13]([C:14]([O:16]C)=O)=[CH:12][N:11]=[CH:10][CH:9]=1.O1CCC[CH2:19]1>O.[OH-].[Na+]>[CH3:19][C:10]1[N:11]=[CH:12][C:13]([CH2:14][OH:16])=[CH:8][CH:9]=1 |f:0.1.2.3.4.5,9.10|. Procedure details: To a slurry of lithium aluminum hydride (500 mg, 13.2 mmol) in anhydrous tetrahydrofuran (45 mL) at 0° C. under nitrogen was added dropwise a solution of methyl 4-methylnicotinate (15, 1.0 g, 6.6 mmol) in anhydrous tetrahydrofuran (5 mL). After 1.5 h the suspension was diluted with water (1 mL) and 6 N NaOH solution (5 mL). The precipitate was removed by vacuum filtration and the filtrate was dried over Na2SO4, filtered, and the solvent was removed under reduced pressure to provide the title com... Starting materials: CCCCCCOc1ccc(C=O)cc1, CCO, N#CCc1ccccc1, [Na+], [OH-]. Product: CCCCCCOc1ccc(C=C(C#N)c2ccccc2)cc1. RXN SMILES: [CH2:1]([CH2:2][CH2:3][CH2:4][CH2:5][CH3:6])[O:7][c:8]1[cH:9][cH:10][c:11]([CH:12]=[O:13])[cH:14][cH:15]1.[CH3:27][CH2:28][OH:29].[N:16]#[C:17][CH2:18][c:19]1[cH:20][cH:21][cH:22][cH:23][cH:24]1.[Na+:26].[OH-:25]>>[CH2:1]([CH2:2][CH2:3][CH2:4][CH2:5][CH3:6])[O:7][c:8]1[cH:9][cH:10][c:11]([CH:12]=[C:18]([C:17]#[N:16])[c:19]2[cH:20][cH:21][cH:22][cH:23][cH:24]2)[cH:14][cH:15]1. Reactants: Cl, CN(C(=O)N(C)C1CN(C(=O)C2CCNCC2)CC1c1ccc(F)cc1)c1cc(C(F)(F)F)cc(C(F)(F)F)c1, O=C(O)C1CCC(F)(F)CC1. The product is CN(C(=O)N(C)C1CN(C(=O)C2CCN(C(=O)C3CCC(F)(F)CC3)CC2)CC1c1ccc(F)cc1)c1cc(C(F)(F)F)cc(C(F)(F)F)c1. Reaction SMILES: [ClH:1].[F:2][C:3]([c:4]1[cH:5][c:6]([N:14]([C:15](=[O:16])[N:17]([CH3:18])[CH:19]2[CH2:20][N:21]([C:31](=[O:32])[CH:33]3[CH2:34][CH2:35][NH:36][CH2:37][CH2:38]3)[CH2:22][CH:23]2[c:24]2[cH:25][cH:26][c:27]([F:30])[cH:28][cH:29]2)[CH3:39])[cH:7][c:8]([C:10]([F:11])([F:12])[F:13])[cH:9]1)([F:40])[F:41].[F:42][C:43]1([F:52])[CH2:44][CH2:45][CH:46]([C:49](=[O:50])[OH:51])[CH2:47][CH2:48]1>>[F:2][C:3]([c:4]1[cH:5][c:6]([N:14]([C:15](=[O:16])[N:17]([CH3:18])[CH:19]2[CH2:20][N:21]([C:31](=[O:32])[CH:33]3[CH2:34][CH2:35][N:36]([C:49]([CH:46]4[CH2:45][CH2:44][C:43]([F:42])([F:52])[CH2:48][CH2:47]4)=[O:50])[CH2:37][CH2:38]3)[CH2:22][CH:23]2[c:24]2[cH:25][cH:26][c:27]([F:30])[cH:28][cH:29]2)[CH3:39])[cH:7][c:8]([C:10]([F:11])([F:12])[F:13])[cH:9]1)([F:40])[F:41]. The reactants are C(C)(=O)OCC(C)N1C=NC=2C=[N+](C=3C=CC=CC3C21)[O-] (1-(2-acetoxy-1-methylethyl)-1H-imidazo[4,5-c]quinolin-5-oxide), P(=O)(Cl)(Cl)Cl (phosphorus oxychloride). Run in ClCCl (dichloromethane). Yields the product C(C)(=O)OCC(C)N1C=NC=2C(=NC=3C=CC=CC3C21)Cl (1-(2-acetoxy-1-methylethyl)-4-chloro-1H-imidazo[4,5-c]quinoline). RXN SMILES: [C:1]([O:4][CH2:5][CH:6]([N:8]1[C:20]2[C:19]3[CH:18]=[CH:17][CH:16]=[CH:15][C:14]=3[N+:13]([O-])=[CH:12][C:11]=2[N:10]=[CH:9]1)[CH3:7])(=[O:3])[CH3:2].P(Cl)(Cl)([Cl:24])=O>ClCCl>[C:1]([O:4][CH2:5][CH:6]([N:8]1[C:20]2[C:19]3[CH:18]=[CH:17][CH:16]=[CH:15][C:14]=3[N:13]=[C:12]([Cl:24])[C:11]=2[N:10]=[CH:9]1)[CH3:7])(=[O:3])[CH3:2]. Reported procedure: To a stirred mixture of 10.2 g (0.036 mole) of 1-(2-acetoxy-1-methylethyl)-1H-imidazo[4,5-c]quinolin-5-oxide (prepared according to the method of Example 8) in 100 ml of dichloromethane was added in portions, 4.2 ml, 6.9 g (0.45 mole) of phosphorus oxychloride. After 4 hours the mixture was evaporated in vacuo. The residue was added to a saturated sodium bicarbonate solution, and that solution was extracted with chloroform. The chloroform layer was washed with both saturated sodium bicarbonate s...